This data is from the Open Reaction Database (ORD), a public repository of structured organic reaction records. The task is: describe an organic reaction: reactants, conditions, products, and yield The reactants are N[C@@H]1CC[C@H](CC1)NC(=O)C1=CNC2=C1N=CN=C2C2=C(C=C(C=C2)OC)OCC2CC2 (trans-4-(2-cyclopropylmethoxy-4-methoxy-phenyl)-5H-pyrrolo[3,2-d]pyrimidine-7-carboxylic acid (4-amino-cyclohexyl)-amide), C1(CC1)C(=O)Cl (cyclopropanecarbonyl chloride). Yields the product C1(CC1)C(=O)N[C@@H]1CC[C@H](CC1)NC(=O)C1=CNC2=C1N=CN=C2C2=C(C=C(C=C2)OC)OCC2CC2 (trans-4-(2-Cyclopropylmethoxy-4-methoxy-phenyl)-5H-pyrrolo[3,2-d]pyrimidine-7-carboxylic acid [4-(cyclopropanecarbonyl-amino)cyclohexyl]-amide). As a reaction SMILES: [NH2:1][C@H:2]1[CH2:7][CH2:6][C@H:5]([NH:8][C:9]([C:11]2[C:15]3[N:16]=[CH:17][N:18]=[C:19]([C:20]4[CH:25]=[CH:24][C:23]([O:26][CH3:27])=[CH:22][C:21]=4[O:28][CH2:29][CH:30]4[CH2:32][CH2:31]4)[C:14]=3[NH:13][CH:12]=2)=[O:10])[CH2:4][CH2:3]1.[CH:33]1([C:36](Cl)=[O:37])[CH2:35][CH2:34]1>>[CH:33]1([C:36]([NH:1][C@H:2]2[CH2:7][CH2:6][C@H:5]([NH:8][C:9]([C:11]3[C:15]4[N:16]=[CH:17][N:18]=[C:19]([C:20]5[CH:25]=[CH:24][C:23]([O:26][CH3:27])=[CH:22][C:21]=5[O:28][CH2:29][CH:30]5[CH2:31][CH2:32]5)[C:14]=4[NH:13][CH:12]=3)=[O:10])[CH2:4][CH2:3]2)=[O:37])[CH2:35][CH2:34]1. Reported procedure: Starting from trans-4-(2-cyclopropylmethoxy-4-methoxy-phenyl)-5H-pyrrolo[3,2-d]pyrimidine-7-carboxylic acid (4-amino-cyclohexyl)-amide (example A150) and cyclopropanecarbonyl chloride the title compound is obtained as colorless solid. The reactants are O=Cc1ccc(C(=O)O)cc1, Nc1nnn[nH]1, CN(C)C=O, O. Product: O=Cc1ccc(C(=O)Nc2nn[nH]n2)cc1. RXN SMILES: [C:1](=[O:2])([OH:3])[c:4]1[cH:5][cH:6][c:7]([CH:8]=[O:9])[cH:10][cH:11]1.[NH2:13][c:14]1[n:15][n:16][n:17][nH:18]1.[O:19]=[CH:20][N:21]([CH3:22])[CH3:23].[OH2:12]>>[C:1](=[O:2])([c:4]1[cH:5][cH:6][c:7]([CH:8]=[O:9])[cH:10][cH:11]1)[NH:13][c:14]1[n:15][n:16][nH:17][n:18]1. Starting materials: BrCc1ccccc1, CC(C)(C)OC(=O)NC1Cc2ccccc2NC1=O, O=C([O-])[O-], [Cs+], [Cs+], CN(C)C=O. Yields the product CC(C)(C)OC(=O)NC1Cc2ccccc2N(Cc2ccccc2)C1=O. Reaction SMILES: [Br:26][CH2:27][c:28]1[cH:29][cH:30][cH:31][cH:32][cH:33]1.[C:1]([CH3:2])([CH3:3])([CH3:4])[O:5][C:6]([NH:7][CH:8]1[C:9](=[O:18])[NH:10][c:11]2[cH:12][cH:13][cH:14][cH:15][c:16]2[CH2:17]1)=[O:19].[C:20](=[O:21])([O-:22])[O-:23].[Cs+:24].[Cs+:25].[O:34]=[CH:35][N:36]([CH3:37])[CH3:38]>>[C:1]([CH3:2])([CH3:3])([CH3:4])[O:5][C:6]([NH:7][CH:8]1[C:9](=[O:18])[N:10]([CH2:27][c:28]2[cH:29][cH:30][cH:31][cH:32][cH:33]2)[c:11]2[cH:12][cH:13][cH:14][cH:15][c:16]2[CH2:17]1)=[O:19]. Reactants: OC(CC(=O)OC(C)(C)C)CC(CO)O (t-butyl 3,5,6-trihydroxyhexanoate), FC(C(=O)OC(C(F)(F)F)=O)(F)F (trifluoroacetic anhydride), anhydride. Yields the product O[C@@H](CC(=O)OC(C)(C)C)C[C@@H](CO)O ((3R,5S) t-butyl 3,5,6-trihydroxyhexanoate). As a reaction SMILES: [OH:1][CH:2]([CH2:11][CH:12]([OH:15])[CH2:13][OH:14])[CH2:3][C:4]([O:6][C:7]([CH3:10])([CH3:9])[CH3:8])=[O:5].FC(F)(F)C(OC(=O)C(F)(F)F)=O>>[OH:1][C@H:2]([CH2:11][C@H:12]([OH:15])[CH2:13][OH:14])[CH2:3][C:4]([O:6][C:7]([CH3:10])([CH3:8])[CH3:9])=[O:5]. Procedure: The reaction was terminated by the removal of cells by centrifuging at 4000×g for 20 minutes. The pH of the recovered cell-free supernatant was adjusted to 7.5 using 2M NaOH. MgSO4.1.6H2O (15% w/v based on anhydrous) was dissolved in the cell-free supernatant and the resulting solution was extracted twice with an equal volume of 2-pentanone. The solvent phases were collected and the solvent removed under reduced pressure in a rotary evaporator at 45° C. yielding an orange viscous oil. This was r... The reactants are CSCC(=O)NC1=C(C=CC=C1C)C (2-methylthio-N-(2,6-dimethylphenyl)acetamide), ClC1=CC(=CC=C1)C(=O)OO (m-chloroperbenzoic acid). Solvent: C(Cl)Cl (methylene chloride). The yield is 88.0%. Reaction SMILES: [CH3:1][S:2][CH2:3][C:4]([NH:6][C:7]1[C:12]([CH3:13])=[CH:11][CH:10]=[CH:9][C:8]=1[CH3:14])=[O:5].ClC1C=CC=C(C(OO)=[O:23])C=1>C(Cl)Cl>[CH3:1][S:2]([CH2:3][C:4]([NH:6][C:7]1[C:12]([CH3:13])=[CH:11][CH:10]=[CH:9][C:8]=1[CH3:14])=[O:5])=[O:23]. Reaction conditions: temperature 5 celsius, time 1.25 hour. Procedure details: To a methylene chloride solution containing 2.09 g (10 mmol) of 2-methylthio-N-(2,6-dimethylphenyl)acetamide was added, in portions over 30 min with stirring at 5° C., 2.16 g (10 mmol) of m-chloroperbenzoic acid (80% solution). The reaction mixture was kept at 5° C. for an additional 1.25 hr. The precipitate formed was filtered and washed twice with methylene chloride. The filtrate and washings were combined, washed once with saturated aqueous sodium bicarbonate solution, dried over anhydrous so... The product is CS(=O)CC(=O)NC1=C(C=CC=C1C)C (2-Methylsulfinyl-N-(2,6-dimethylphenyl)acetamide). The reactants are C, CC1(CNC(=O)OCc2ccccc2)CCN(C(=O)C(O)(c2ccccc2)C2CCC(F)(F)C2)CC1, CO, [Pd]. Product: CC1(CN)CCN(C(=O)C(O)(c2ccccc2)C2CCC(F)(F)C2)CC1. Reaction SMILES: [C:39].[CH2:1]([O:2][C:3](=[O:4])[NH:11][CH2:12][C:13]1([CH3:36])[CH2:14][CH2:15][N:16]([C:19]([C:20]([c:21]2[cH:22][cH:23][cH:24][cH:25][cH:26]2)([OH:27])[CH:28]2[CH2:29][C:30]([F:33])([F:34])[CH2:31][CH2:32]2)=[O:35])[CH2:17][CH2:18]1)[c:5]1[cH:6][cH:7][cH:8][cH:9][cH:10]1.[CH3:37][OH:38].[Pd:40]>>[NH2:11][CH2:12][C:13]1([CH3:36])[CH2:14][CH2:15][N:16]([C:19]([C:20]([c:21]2[cH:22][cH:23][cH:24][cH:25][cH:26]2)([OH:27])[CH:28]2[CH2:29][C:30]([F:33])([F:34])[CH2:31][CH2:32]2)=[O:35])[CH2:17][CH2:18]1.